This data is from the Open Reaction Database (ORD), a public repository of structured organic reaction records. The task is: describe an organic reaction: reactants, conditions, products, and yield Reactants: S(=O)(Cl)Cl (thionyl chloride), CN (methylamine), FC(C(C1=C2C=CN(C2=C(C=C1SC)C)S(=O)(=O)C1=CC=C(C)C=C1)(O)C1=NC2=C(N1COCC[Si](C)(C)C)C=CC(=C2)C#N)(F)F ((±)-2-(2,2,2-trifluoro-1-hydroxy-1-(7-methyl-5-(methylthio)-1-tosyl-1H-indol-4-yl)ethyl)-1-((2-(trimethylsilyl)ethoxy)methyl)-1H-benzo[d]imidazole-5-carbonitrile), FC(C(C1=C2C=CN(C2=C(C=C1SC)C)S(=O)(=O)C1=CC=C(C)C=C1)(O)C1=NC2=C(N1COCC[Si](C)(C)C)C=C(C=C2)C#N)(F)F ((±)-2-(2,2,2-trifluoro-1-hydroxy-1-(7-methyl-5-(methylthio)-1-tosyl-1H-indol-4-yl)ethyl)-1-((2-(trimethylsilyl)ethoxy)methyl)-1H-benzo[d]imidazole-6-carbonitrile), Cl (HCl). Reagents/catalysts: CN(C)C=O (DMF). Reaction conditions: temperature 60 celsius. Product: FC(C(NC)(C1=C2C=CN(C2=C(C=C1SC)C)S(=O)(=O)C1=CC=C(C)C=C1)C1=NC2=C(N1)C=CC(=C2)C#N)(F)F ((±)-2-(2,2,2-Trifluoro-1-(7-methyl-5-(methylthio)-1-tosyl-1H-indol-4-yl)-1-(methylamino)ethyl)-1H-benzo[d]imidazole-5-carbonitrile). RXN SMILES: [F:1][C:2]([F:47])([F:46])[C:3]([C:27]1[N:31](COCC[Si](C)(C)C)[C:30]2[CH:40]=[CH:41][C:42]([C:44]#[N:45])=[CH:43][C:29]=2[N:28]=1)(O)[C:4]1[C:12]([S:13][CH3:14])=[CH:11][C:10]([CH3:15])=[C:9]2[C:5]=1[CH:6]=[CH:7][N:8]2[S:16]([C:19]1[CH:25]=[CH:24][C:22]([CH3:23])=[CH:21][CH:20]=1)(=[O:18])=[O:17].FC(F)(F)C(C1N(COCC[Si](C)(C)C)C2C=C(C#N)C=CC=2N=1)(O)C1C(SC)=CC(C)=C2C=1C=[CH:54][N:55]2S(C1C=CC(C)=CC=1)(=O)=O.Cl.S(Cl)(Cl)=O.CN>CN(C=O)C>[F:47][C:2]([F:46])([F:1])[C:3]([C:27]1[NH:31][C:30]2[CH:40]=[CH:41][C:42]([C:44]#[N:45])=[CH:43][C:29]=2[N:28]=1)([C:4]1[C:12]([S:13][CH3:14])=[CH:11][C:10]([CH3:15])=[C:9]2[C:5]=1[CH:6]=[CH:7][N:8]2[S:16]([C:19]1[CH:25]=[CH:24][C:22]([CH3:23])=[CH:21][CH:20]=1)(=[O:18])=[O:17])[NH:55][CH3:54]. Procedure details: To a mixture of (±)-2-(2,2,2-trifluoro-1-hydroxy-1-(7-methyl-5-(methylthio)-1-tosyl-1H-indol-4-yl)ethyl)-1-((2-(trimethylsilyl)ethoxy)methyl)-1H-benzo[d]imidazole-5-carbonitrile and (±)-2-(2,2,2-trifluoro-1-hydroxy-1-(7-methyl-5-(methylthio)-1-tosyl-1H-indol-4-yl)ethyl)-1-((2-(trimethylsilyl)ethoxy)methyl)-1H-benzo[d]imidazole-6-carbonitrile (Example 14-A) (0.37 g, 0.528 mmol) was added HCl (1.25M in MeOH, 4.22 mL, 5.28 mmol) and the mixture was stirred at 60° C. After 40 minutes the mixture was... Starting materials: FC(S(=O)(=O)OC1=C(C=CC(=C1)OC(=O)OC(C)(C)C)C1=C(C=CC(=C1)OC)F)(F)F (4-((tert-butoxycarbonyl)oxy)-2′-fluoro-5′-methoxybiphenyl-2-yl trifluoromethanesulfonate), C[Si](OC(C)(C#C)C)(C)C (trimethyl((2-methylbut-3-yn-2-yl)oxy)silane). The reagents and catalysts are C=1C=CC(=CC1)[P](C=2C=CC=CC2)(C=3C=CC=CC3)[Pd]([P](C=4C=CC=CC4)(C=5C=CC=CC5)C=6C=CC=CC6)([P](C=7C=CC=CC7)(C=8C=CC=CC8)C=9C=CC=CC9)[P](C=1C=CC=CC1)(C=1C=CC=CC1)C=1C=CC=CC1 (tetrakis(triphenylphosphine)palladium), [Cu](I)I (copper iodide), C=1C=CC(=CC1)[P](C=2C=CC=CC2)(C=3C=CC=CC3)[Pd]([P](C=4C=CC=CC4)(C=5C=CC=CC5)C=6C=CC=CC6)([P](C=7C=CC=CC7)(C=8C=CC=CC8)C=9C=CC=CC9)[P](C=1C=CC=CC1)(C=1C=CC=CC1)C=1C=CC=CC1 (tetrakis(triphenylphosphine)palladium). The solvent is C(C)N(CC)CC (triethylamine). Run at temperature 80 celsius, time 15 hour. Product: C(OC(C)(C)C)(OC1=CC(=C(C=C1)C1=C(C=CC(=C1)OC)F)C#CC(C)(O[Si](C)(C)C)C)=O (tert-butyl 2′-fluoro-5′-methoxy-2-(3-methyl-3-((trimethylsilyl)oxy)but-1-yn-1-yl)biphenyl-4-yl carbonate). RXN SMILES: FC(F)(F)S(O[C:7]1[CH:12]=[C:11]([O:13][C:14]([O:16][C:17]([CH3:20])([CH3:19])[CH3:18])=[O:15])[CH:10]=[CH:9][C:8]=1[C:21]1[CH:26]=[C:25]([O:27][CH3:28])[CH:24]=[CH:23][C:22]=1[F:29])(=O)=O.[CH3:32][Si:33]([CH3:41])([CH3:40])[O:34][C:35]([CH3:39])([C:37]#[CH:38])[CH3:36]>C1C=CC([P]([Pd]([P](C2C=CC=CC=2)(C2C=CC=CC=2)C2C=CC=CC=2)([P](C2C=CC=CC=2)(C2C=CC=CC=2)C2C=CC=CC=2)[P](C2C=CC=CC=2)(C2C=CC=CC=2)C2C=CC=CC=2)(C2C=CC=CC=2)C2C=CC=CC=2)=CC=1.[Cu](I)I.C(N(CC)CC)C>[C:14](=[O:15])([O:13][C:11]1[CH:12]=[CH:7][C:8]([C:21]2[CH:26]=[C:25]([O:27][CH3:28])[CH:24]=[CH:23][C:22]=2[F:29])=[C:9]([C:38]#[C:37][C:35]([CH3:39])([O:34][Si:33]([CH3:41])([CH3:40])[CH3:32])[CH3:36])[CH:10]=1)[O:16][C:17]([CH3:20])([CH3:19])[CH3:18] |^1:45,47,66,85|. Reported procedure: Under a nitrogen atmosphere, to a mixture of 4-((tert-butoxycarbonyl)oxy)-2′-fluoro-5′-methoxybiphenyl-2-yl trifluoromethanesulfonate (408 mg), tetrakis(triphenylphosphine)palladium (308 mg), copper iodide (32 mg) and triethylamine (10 mL) was added trimethyl((2-methylbut-3-yn-2-yl)oxy)silane (1.7 mL). The mixture was stirred at 80° C. for 15 hr, and tetrakis(triphenylphosphine)palladium (308 mg) was added. The mixture was stirred at 80° C. for 20 hr, the solvent was evaporated under reduced pre... The reactants are C1(CCCC2=CC=CC=C12)=O (3,4-dihydro-1(2H)-naphthalenone), BrCCC(=O)OCC (ethyl 3-bromopropanoate), C(C)(C)NC(C)C (diisopropylamine), solution, C(CCC)[Li] (butyl lithium). The solvent is O1CCCC1 (tetrahydrofuran), C(C)OCC (diethyl ether), O1CCCC1 (tetrahydrofuran), O1CCCC1 (tetrahydrofuran), CCCCCC (hexane). Reaction conditions: temperature -78 celsius, time 30 minute. Yields the product O=C1C(CCC2=CC=CC=C12)CCC(=O)OCC (ethyl 1,2,3,4-tetrahydro-1-oxo-2-naphthalene-propanoate). The yield is 36.3%. As a reaction SMILES: C(NC(C)C)(C)C.C([Li])CCC.[C:13]1(=[O:23])[C:22]2[C:17](=[CH:18][CH:19]=[CH:20][CH:21]=2)[CH2:16][CH2:15][CH2:14]1.Br[CH2:25][CH2:26][C:27]([O:29][CH2:30][CH3:31])=[O:28]>O1CCCC1.CCCCCC.C(OCC)C>[O:23]=[C:13]1[C:22]2[C:17](=[CH:18][CH:19]=[CH:20][CH:21]=2)[CH2:16][CH2:15][CH:14]1[CH2:25][CH2:26][C:27]([O:29][CH2:30][CH3:31])=[O:28]. Procedure details: To a solution of diisopropylamine (16 ml) in tetrahydrofuran (350 ml) was added dropwise a 1.6M solution of butyl lithium in hexane (71 ml) under cooling at -78° C., and the mixture was stirred for 30 minutes. To the reaction mixture was added dropwise a solution of 3,4-dihydro-1(2H)-naphthalenone (16.5 g) in tetrahydrofuran (60 ml) over a period of about 20 minutes under cooling at -78° C., and the mixture was stirred for 30 minutes. To the mixture was added dropwise a solution of ethyl 3-bromo... Product: CN1CCN(CC1)C1=NC(=NC(=C1)N1CC2=CC(=CC=C2CC1C)C1CCNCC1)N (4-(4-methylpiperazin-1-yl)-6-(3-methyl-7-piperidin-4-yl-3,4-dihydroisoquinolin-2(1H)-yl)pyrimidin-2-amine), Cl (HCl). The reactants are NC1=NC(=CC(=N1)N1CC2=CC(=CC=C2CC1C)C1CCN(CC1)C(=O)OC(C)(C)C)N1CCN(CC1)C (tert-Butyl 4-{2-[2-amino-6-(4-methylpiperazin-1-yl)pyrimidin-4-yl]-3-methyl-1,2,3,4-tetrahydroisoquinolin-7-yl}piperidine-1-carboxylate), Cl (Hydrogen chloride), O1CCOCC1 (1,4-dioxane). Reported procedure: tert-Butyl 4-{2-[2-amino-6-(4-methylpiperazin-1-yl)pyrimidin-4-yl]-3-methyl-1,2,3,4-tetrahydroisoquinolin-7-yl}piperidine-1-carboxylate (0.20 g, 0.38 mmol) in ethyl acetate (1.0 mL) was treated with 4.0 M of Hydrogen chloride in 1,4-dioxane (1.0 mL, 4.0 mmol) at r.t. for 2 h. The mixture was diluted with ethyl ether, and centrifugalized. The solvents were decanted. The residue was dried in-vacuo to afford the desired product as HCl salt which was directly used in next step reaction without furth... The solvent is C(C)(=O)OCC (ethyl acetate), C(C)OCC (ethyl ether). RXN SMILES: [NH2:1][C:2]1[N:7]=[C:6]([N:8]2[CH:17]([CH3:18])[CH2:16][C:15]3[C:10](=[CH:11][C:12]([CH:19]4[CH2:24][CH2:23][N:22](C(OC(C)(C)C)=O)[CH2:21][CH2:20]4)=[CH:13][CH:14]=3)[CH2:9]2)[CH:5]=[C:4]([N:32]2[CH2:37][CH2:36][N:35]([CH3:38])[CH2:34][CH2:33]2)[N:3]=1.[ClH:39].O1CCOCC1>C(OCC)(=O)C.C(OCC)C>[CH3:38][N:35]1[CH2:36][CH2:37][N:32]([C:4]2[CH:5]=[C:6]([N:8]3[CH:17]([CH3:18])[CH2:16][C:15]4[C:10](=[CH:11][C:12]([CH:19]5[CH2:20][CH2:21][NH:22][CH2:23][CH2:24]5)=[CH:13][CH:14]=4)[CH2:9]3)[N:7]=[C:2]([NH2:1])[N:3]=2)[CH2:33][CH2:34]1.[ClH:39]. Starting materials: CC(C)(C)[O-], CN1CCCC1=O, O=[N+]([O-])c1ccc(F)cc1, [K+], [K+], [K+], Nc1ncccc1O, O=C([O-])[O-], O. Product: O=[N+]([O-])c1ccc(Nc2ncccc2O)cc1. Reaction SMILES: [CH3:25][C:26]([CH3:27])([O-:28])[CH3:29].[CH3:32][N:33]1[CH2:34][CH2:35][CH2:36][C:37]1=[O:38].[F:1][c:2]1[cH:3][cH:4][c:5]([N+:8](=[O:9])[O-:10])[cH:6][cH:7]1.[K+:19].[K+:20].[K+:30].[NH2:11][c:12]1[n:13][cH:14][cH:15][cH:16][c:17]1[OH:18].[O-:21][C:22]([O-:23])=[O:24].[OH2:31]>>[c:2]1([NH:11][c:12]2[n:13][cH:14][cH:15][cH:16][c:17]2[OH:18])[cH:3][cH:4][c:5]([N+:8](=[O:9])[O-:10])[cH:6][cH:7]1. Starting materials: C(C)(=O)OC=C(C=C)Cl (2-chloro-1,3-butadienyl acetate), C1(=CC=CC=C1)S(=O)(=O)C#N (benzenesulfonyl cyanide). The solvent is C1(=CC=CC=C1)C (toluene), C1(=CC=CC=C1)C (Toluene). Conditions: temperature 100 celsius, time 7 hour. Product: C1(=CC=CC=C1)S(=O)(=O)C1=NC=C(C=C1)Cl (2-benzenesulfonyl-5-chloropyridine). The yield is 70.1%. Reaction SMILES: C(O[CH:5]=[C:6]([Cl:9])[CH:7]=[CH2:8])(=O)C.[C:10]1([S:16]([C:19]#[N:20])(=[O:18])=[O:17])[CH:15]=[CH:14][CH:13]=[CH:12][CH:11]=1>C1(C)C=CC=CC=1>[C:10]1([S:16]([C:19]2[CH:8]=[CH:7][C:6]([Cl:9])=[CH:5][N:20]=2)(=[O:17])=[O:18])[CH:11]=[CH:12][CH:13]=[CH:14][CH:15]=1. Reported procedure: Toluene (60 ml) was heated to 100° C. Thereto was added dropwise a solution of 39.6 g of 2-chloro-1,3-butadienyl acetate and 30.0 g of benzenesulfonyl cyanide (purity:82%) in 60 ml of toluene over 30 minutes. The reaction mixture was stirred at 100° C. for 7 hours and then concentrated under reduced pressure. The crystals obtained were washed with 150 ml of toluene which was cooled to 0° C. and dried under reduced pressure using a vacuum pump to give 31.9 g of 2-benzenesulfonyl-5-chloropyridine ...